From a dataset of the Open Reaction Database (ORD), a public repository of structured organic reaction records. describe an organic reaction: reactants, conditions, products, and yield The reactants are [Li].[AlH3] (alumane lithium), C(C1=CC=CC=C1)OC1=C(N(C)C)C=CC=C1\C=C/[N+](=O)[O-] (2-(benzyloxy)-N,N-dimethyl-3-[(Z)-2-nitroethenyl]aniline). Reaction conditions: temperature 5 celsius. Yields the product NCCC=1C(=C(N(C)C)C=CC1)OCC1=CC=CC=C1 (3-(2-aminoethyl)-2-(benzyloxy)-N,N-dimethylaniline). Reaction SMILES: [Li].[AlH3].[CH2:3]([O:10][C:11]1[C:19](/[CH:20]=[CH:21]\[N+:22]([O-])=O)=[CH:18][CH:17]=[CH:16][C:12]=1[N:13]([CH3:15])[CH3:14])[C:4]1[CH:9]=[CH:8][CH:7]=[CH:6][CH:5]=1>>[NH2:22][CH2:21][CH2:20][C:19]1[C:11]([O:10][CH2:3][C:4]2[CH:9]=[CH:8][CH:7]=[CH:6][CH:5]=2)=[C:12]([CH:16]=[CH:17][CH:18]=1)[N:13]([CH3:14])[CH3:15] |f:0.1,^1:0|. Reported procedure: Into a 1000-mL 3-necked round-bottom flask purged and maintained with an inert atmosphere of nitrogen, was placed oxolane (150 mL). This was followed by the addition of alumane lithium (5.6 g, 165.08 mmol, 3.35 equiv) in several batches at 0° C. To the mixture was added a solution of 2-(benzyloxy)-N,N-dimethyl-3-[(Z)-2-nitroethenyl]aniline (14.7 g, 49.27 mmol, 1.00 equiv) in tetrahtdrofuran (150 mL) dropwise with stirring at 0-10° C. The resulting solution was stirred overnight at 25° C. The mix...